This data is from the Open Reaction Database (ORD), a public repository of structured organic reaction records. The task is: describe an organic reaction: reactants, conditions, products, and yield Reported procedure: From 2,3-dichlorobenzoic acid and 2-(2-methylpyrimidin-5-yl)-2-(3,3,4,4-tetrafluoropyrrolidin-1-yl)ethanamine. As a reaction SMILES: [Cl:1][C:2]1[C:10]([Cl:11])=[CH:9][CH:8]=[CH:7][C:3]=1[C:4]([OH:6])=O.[CH3:12][C:13]1[N:18]=[CH:17][C:16]([CH:19]([N:22]2[CH2:26][C:25]([F:28])([F:27])[C:24]([F:30])([F:29])[CH2:23]2)[CH2:20][NH2:21])=[CH:15][N:14]=1>>[Cl:1][C:2]1[C:10]([Cl:11])=[CH:9][CH:8]=[CH:7][C:3]=1[C:4]([NH:21][CH2:20][CH:19]([C:16]1[CH:17]=[N:18][C:13]([CH3:12])=[N:14][CH:15]=1)[N:22]1[CH2:23][C:24]([F:29])([F:30])[C:25]([F:27])([F:28])[CH2:26]1)=[O:6]. The reactants are ClC1=C(C(=O)O)C=CC=C1Cl (2,3-dichlorobenzoic acid), CC1=NC=C(C=N1)C(CN)N1CC(C(C1)(F)F)(F)F (2-(2-methylpyrimidin-5-yl)-2-(3,3,4,4-tetrafluoropyrrolidin-1-yl)ethanamine). The product is ClC1=C(C(=O)NCC(N2CC(C(C2)(F)F)(F)F)C=2C=NC(=NC2)C)C=CC=C1Cl (2,3-dichloro-N-(2-(2-methylpyrimidin-5-yl)-2-(3,3,4,4-tetrafluoropyrrolidin-1-yl)ethyl)benzamide). Starting materials: CC(=O)Cl, CC(=O)CC(O)C(C)Oc1ccc(Oc2ccc(C(F)(F)F)cc2)cc1, c1ccncc1, c1ccccc1. The product is CC(=O)CC(OC(C)=O)C(C)Oc1ccc(Oc2ccc(C(F)(F)F)cc2)cc1. Reaction SMILES: [CH3:33][C:34]([Cl:35])=[O:36].[OH:1][CH:2]([CH2:3][C:4]([CH3:5])=[O:6])[CH:7]([CH3:8])[O:9][c:10]1[cH:11][cH:12][c:13]([O:16][c:17]2[cH:18][cH:19][c:20]([C:23]([F:24])([F:25])[F:26])[cH:21][cH:22]2)[cH:14][cH:15]1.[cH:27]1[cH:28][cH:29][n:30][cH:31][cH:32]1.[cH:37]1[cH:38][cH:39][cH:40][cH:41][cH:42]1>>[O:1]([CH:2]([CH2:3][C:4]([CH3:5])=[O:6])[CH:7]([CH3:8])[O:9][c:10]1[cH:11][cH:12][c:13]([O:16][c:17]2[cH:18][cH:19][c:20]([C:23]([F:24])([F:25])[F:26])[cH:21][cH:22]2)[cH:14][cH:15]1)[C:34]([CH3:33])=[O:36]. Reactants: OC1=CC=C(C(=O)OC)C=C1 (methyl 4-hydoxybenzoate), CC(C)([O-])C.[K+] (potassium tert. butoxide), COC1=CC=C(CCl)C=C1 (4-Methoxybenzyl chloride). Run in CN(C)C=O (DMF). Conditions: time 1 hour. Yields the product COC(C1=CC=C(C=C1)OCC1=CC=C(C=C1)OC)=O (Methyl-4-(4-methoxybenzyloxy)Benzoate). RXN SMILES: [OH:1][C:2]1[CH:11]=[CH:10][C:5]([C:6]([O:8][CH3:9])=[O:7])=[CH:4][CH:3]=1.CC(C)([O-])C.[K+].[CH3:18][O:19][C:20]1[CH:27]=[CH:26][C:23]([CH2:24]Cl)=[CH:22][CH:21]=1>CN(C=O)C>[CH3:9][O:8][C:6](=[O:7])[C:5]1[CH:4]=[CH:3][C:2]([O:1][CH2:24][C:23]2[CH:26]=[CH:27][C:20]([O:19][CH3:18])=[CH:21][CH:22]=2)=[CH:11][CH:10]=1 |f:1.2|. Procedure details: To a solution of methyl 4-hydoxybenzoate (6.85 g, 45 mmole) in 80 ml DMF was added potassium tert. butoxide (5.6 g, 51 mmole) and the mixture was stirred at room temperature for one hour. 4-Methoxybenzyl chloride (8.3 g, 52 mmole) was added and the mixture was stirred overnight at room temperature. The mixture was evaporated under reduced pressure and 200 ml ethyl acetate was added. The organic phase was washed four times with water, dried with sodium sulfate and evaporated under reduced pressur... Starting materials: O=CC=CCOCc1ccccc1, Cn1ccc2ccccc21, CC(C)O, ClCCl, O=C(O)C(F)(F)F. The product is Cn1cc(C(CC=O)COCc2ccccc2)c2ccccc21. As a reaction SMILES: [CH2:1]([c:2]1[cH:3][cH:4][cH:5][cH:6][cH:7]1)[O:8][CH2:9][CH:10]=[CH:11][CH:12]=[O:13].[CH3:14][n:15]1[cH:16][cH:17][c:18]2[cH:19][cH:20][cH:21][cH:22][c:23]12.[CH:34]([OH:35])([CH3:36])[CH3:37].[Cl:31][CH2:32][Cl:33].[F:24][C:25]([F:26])([F:27])[C:28]([OH:29])=[O:30]>>[CH2:1]([c:2]1[cH:3][cH:4][cH:5][cH:6][cH:7]1)[O:8][CH2:9][CH:10]([CH2:11][CH:12]=[O:13])[c:17]1[cH:16][n:15]([CH3:14])[c:23]2[c:18]1[cH:19][cH:20][cH:21][cH:22]2.